From a dataset of the Open Reaction Database (ORD), a public repository of structured organic reaction records. describe an organic reaction: reactants, conditions, products, and yield The reactants are O (water), NC1=C(C=CC=2CC(OC21)(C)C)F (7-amino-2,3-dihydro-2,2-dimethyl-6-fluorobenzofuran), ClOC(C)(C)C (t-butyl hypochlorite), ClOC(C)(C)C (t-butyl hypochlorite), [OH-].[NH4+] (ammonium hydroxide). The reagents and catalysts are ClOC(C)(C)C (t-butyl hypochlorite). Solvent: C(C)OCC (diethyl ether). Run at time 20 minute. Product: NC1=C(C=C(C=2CC(OC21)(C)C)Cl)F (7-amino-4-chloro-2,3-dihydro-2,2-dimethyl-6-fluorobenzofuran). The yield is 86.0%. As a reaction SMILES: [NH2:1][C:2]1[C:10]2[O:9][C:8]([CH3:12])([CH3:11])[CH2:7][C:6]=2[CH:5]=[CH:4][C:3]=1[F:13].[Cl:14]OC(C)(C)C.O.[OH-].[NH4+]>C(OCC)C.ClOC(C)(C)C>[NH2:1][C:2]1[C:10]2[O:9][C:8]([CH3:11])([CH3:12])[CH2:7][C:6]=2[C:5]([Cl:14])=[CH:4][C:3]=1[F:13] |f:3.4|. Procedure details: A solution of 39.27 g (0.217 mole) of 7-amino-2,3-dihydro-2,2-dimethyl-6-fluorobenzofuran in 750 mL of diethyl ether was cooled to -5° C to 0° C., and 23.54 g (0.217 mole) of t-butyl hypochlorite was added in a dropwise manner during a fifteen minute period. The temperature rose to 10° C., but was lowered to 0°-5° C. at which the reaction mixture stirred for 20 minutes. Gas chromatographic analysis showed that the reaction was incomplete, and an additional 4.54 g (0.042 mole) of t-butyl hypochlo... Reaction SMILES: [Br:17][CH2:18][c:19]1[cH:20][cH:21][c:22]([F:25])[n:23][cH:24]1.[CH2:1]([c:2]1[cH:3][cH:4][cH:5][cH:6][cH:7]1)[O:8][c:9]1[c:10]([Br:16])[c:11](=[O:15])[nH:12][cH:13][cH:14]1.[O-:26][C:27](=[O:28])[O-:29].[O:30]=[CH:31][N:32]([CH3:33])[CH3:34]>>[CH2:1]([c:2]1[cH:3][cH:4][cH:5][cH:6][cH:7]1)[O:8][c:9]1[c:10]([Br:16])[c:11](=[O:15])[n:12]([CH2:18][c:19]2[cH:20][cH:21][c:22]([F:25])[n:23][cH:24]2)[cH:13][cH:14]1. Yields the product O=c1c(Br)c(OCc2ccccc2)ccn1Cc1ccc(F)nc1. Reactants: Fc1ccc(CBr)cn1, O=c1[nH]ccc(OCc2ccccc2)c1Br, O=C([O-])[O-], CN(C)C=O. Starting materials: 17α-propynyl-17β,19-di(trimethylsiloxy)androst-4-en-3-one, 6α,17α-dimethyl-17β,19-di(trimethylsiloxy)-4-androsten-3-one, COC[C@]12CCC(C=C1[C@H](C[C@H]1[C@@H]3CCC([C@@]3(C)CC[C@H]21)=O)C)=O (19-methoxy-6α-methyl-4-androstene-3,17-dione), COC[C@]12CCC(C=C1CC[C@H]1[C@@H]3CCC([C@@]3(C)CC[C@H]21)=O)=O (19-methoxyandrost-4-ene-3,17-dione), COC[C@]12[C@@H](CC(C=C1CC[C@H]1[C@@H]3CCC([C@@]3(C)CC[C@H]21)=O)=O)C (19-methoxy-1β-methyl-4-androstene-3,17-dione). Product: 6,17α-dimethyl-17β,19-di(trimethylsiloxy)-5-androsten-3-one, COC[C@]12CCC(CC1=CC[C@H]1[C@@H]3CCC([C@@]3(C)CC[C@H]21)=O)=O (19-methoxyandrost-5-ene-3,17-dione), COC[C@]12[C@@H](CC(CC1=CC[C@H]1[C@@H]3CCC([C@@]3(C)CC[C@H]21)=O)=O)C (19-methoxy-1β-methyl-5-androstene-3,17-dione), COC[C@]12CCC(CC1=C(C[C@H]1[C@@H]3CCC([C@@]3(C)CC[C@H]21)=O)C)=O (19-methoxy-6-methyl-5-androstene-3,17-dione). Reaction SMILES: [CH3:1][O:2][CH2:3][C@@:4]12[C@@H:21]3[C@H:12]([C@H:13]4[C@@:17]([CH2:19][CH2:20]3)([CH3:18])[C:16](=[O:22])[CH2:15][CH2:14]4)[CH2:11][CH2:10][C:9]1=[CH:8][C:7](=[O:23])[CH2:6][CH2:5]2.[CH3:24][O:25][CH2:26][C@@:27]12[C@@H:44]3[C@H:35]([C@H:36]4[C@@:40]([CH2:42][CH2:43]3)([CH3:41])[C:39](=[O:45])[CH2:38][CH2:37]4)[CH2:34][CH2:33][C:32]1=[CH:31][C:30](=[O:46])[CH2:29][C@H:28]2[CH3:47].[CH3:48][O:49][CH2:50][C@@:51]12[C@@H:68]3[C@H:59]([C@H:60]4[C@@:64]([CH2:66][CH2:67]3)([CH3:65])[C:63](=[O:69])[CH2:62][CH2:61]4)[CH2:58][C@H:57]([CH3:70])[C:56]1=[CH:55][C:54](=[O:71])[CH2:53][CH2:52]2>>[CH3:1][O:2][CH2:3][C@@:4]12[C@@H:21]3[C@H:12]([C@H:13]4[C@@:17]([CH2:19][CH2:20]3)([CH3:18])[C:16](=[O:22])[CH2:15][CH2:14]4)[CH2:11][CH:10]=[C:9]1[CH2:8][C:7](=[O:23])[CH2:6][CH2:5]2.[CH3:24][O:25][CH2:26][C@@:27]12[C@@H:44]3[C@H:35]([C@H:36]4[C@@:40]([CH2:42][CH2:43]3)([CH3:41])[C:39](=[O:45])[CH2:38][CH2:37]4)[CH2:34][CH:33]=[C:32]1[CH2:31][C:30](=[O:46])[CH2:29][C@H:28]2[CH3:47].[CH3:48][O:49][CH2:50][C@@:51]12[C@@H:68]3[C@H:59]([C@H:60]4[C@@:64]([CH2:66][CH2:67]3)([CH3:65])[C:63](=[O:69])[CH2:62][CH2:61]4)[CH2:58][C:57]([CH3:70])=[C:56]1[CH2:55][C:54](=[O:71])[CH2:53][CH2:52]2. Procedure: Substituting 6α,17α-dimethyl-17β,19-di(trimethylsiloxy)-4-androsten-3-one, 19-methoxyandrost-4-ene-3,17-dione, 19-methoxy-1β-methyl-4-androstene-3,17-dione and 19-methoxy-6α-methyl-4-androstene-3,17-dione for the 17α-propynyl-17β,19-di(trimethylsiloxy)androst-4-en-3-one above results in the formation of 6,17α-dimethyl-17β,19-di(trimethylsiloxy)-5-androsten-3-one, 19-methoxyandrost-5-ene-3,17-dione, 19-methoxy-1β-methyl-5-androstene-3,17-dione and 19-methoxy-6-methyl-5-androstene-3,17-dione, resp...